This data is from the Open Reaction Database (ORD), a public repository of structured organic reaction records. The task is: describe an organic reaction: reactants, conditions, products, and yield The reactants are CCCCO, CC1CNCC(C)N1, Clc1ccc2c(Cl)ccnc2c1. The product is CC1CN(c2ccnc3cc(Cl)ccc23)CC(C)N1. As a reaction SMILES: [CH2:21]([OH:22])[CH2:23][CH2:24][CH3:25].[CH3:13][CH:14]1[NH:15][CH:16]([CH3:20])[CH2:17][NH:18][CH2:19]1.[Cl:1][c:2]1[cH:3][cH:4][n:5][c:6]2[cH:7][c:8]([Cl:12])[cH:9][cH:10][c:11]12>>[c:2]1([N:18]2[CH2:17][CH:16]([CH3:20])[NH:15][CH:14]([CH3:13])[CH2:19]2)[cH:3][cH:4][n:5][c:6]2[cH:7][c:8]([Cl:12])[cH:9][cH:10][c:11]12. Starting materials: NC(=O)N1C(N(CC1)C1=CC(=C(C=C1)OC)OC)=O (1-(aminocarbonyl)-3-(3,4-dimethoxyphenyl)-2-imidazolidinone), B(Br)(Br)Br (boron tribromide). The solvent is ClCCl (dichloromethane). Conditions: time 8 hour. Yields the product NC(=O)N1C(N(CC1)C1=CC(=C(C=C1)O)O)=O (1-(Aminocarbonyl)-3-(3,4-dihydroxyphenyl)-2-imidazolidinone). As a reaction SMILES: [NH2:1][C:2]([N:4]1[CH2:8][CH2:7][N:6]([C:9]2[CH:14]=[CH:13][C:12]([O:15]C)=[C:11]([O:17]C)[CH:10]=2)[C:5]1=[O:19])=[O:3].B(Br)(Br)Br>ClCCl>[NH2:1][C:2]([N:4]1[CH2:8][CH2:7][N:6]([C:9]2[CH:14]=[CH:13][C:12]([OH:15])=[C:11]([OH:17])[CH:10]=2)[C:5]1=[O:19])=[O:3]. Procedure: A solution of 14 g (52.8 mmol) of 1-(aminocarbonyl)-3-(3,4-dimethoxyphenyl)-2-imidazolidinone in 700 ml of dichloromethane was cooled to -78° C., and 39.7 g (158 mmol) of boron tribromide was added dropwise. The dry-ice bath was removed and the reaction mixture was stirred overnight at ambient temperature. The mixture was cooled to 0° C., and 20 ml of water was added dropwise. The precipitate was filtered off by suction and stirred with water for one hour. The product was filtered off and dried ... Starting materials: C(C)OC1=C(N(CCC)CCC)C=C(C=C1)OCC (2,5-diethoxy-N,N-di-n-propylaniline), P(=O)(Cl)(Cl)Cl (phosphorus oxychloride), CN(C=O)C (N,N-dimethylformamide), ice water. Procedure: 2,5-Diethoxy-4-formyl-N,N-di-n-propylaniline was prepared in situ by taking 2,5-diethoxy-N,N-di-n-propylaniline (2.65 g., 0.01 mole) in a mixture of N,N-dimethylformamide (10 ml.) and phosphorus oxychloride (1.68 g., 0.011 mole) and heating on a steam bath for two hours. The mixture was then poured into ice water to give the coupling solution. Yields the product C(C)OC1=C(N(CCC)CCC)C=C(C(=C1)C=O)OCC (2,5-Diethoxy-4-formyl-N,N-di-n-propylaniline). Reaction SMILES: [CH2:1]([O:3][C:4]1[CH:16]=[CH:15][C:14]([O:17][CH2:18][CH3:19])=[CH:13][C:5]=1[N:6]([CH2:10][CH2:11][CH3:12])[CH2:7][CH2:8][CH3:9])[CH3:2].P(Cl)(Cl)(Cl)=O.CN(C)[CH:27]=[O:28]>>[CH2:1]([O:3][C:4]1[CH:16]=[C:15]([CH:27]=[O:28])[C:14]([O:17][CH2:18][CH3:19])=[CH:13][C:5]=1[N:6]([CH2:7][CH2:8][CH3:9])[CH2:10][CH2:11][CH3:12])[CH3:2]. The reactants are BrC=1C(=NN(C1)C)C(=O)N1CCN(CC1)CC(=O)C1=CC=C(C=C1)F (2-(4-(4-Bromo-1-methyl-1H-pyrazole-3-carbonyl)piperazin-1-yl)-1-(4-fluorophenyl)ethanone), Cl.O(C)N (methoxylamine hydrochloride). Run in C(C)O (ethanol). Reaction conditions: temperature 90 celsius. Product: CON=C(CN1CCN(CC1)C(=O)C1=NN(C=C1Br)C)C1=CC=C(C=C1)F (2-[4-(4-Bromo-1-methyl-1H-pyrazole-3-carbonyl)-piperazin-1-yl]-1-(4-fluoro-phenyl)-ethanone O-Methyl-oxime). Yield: 23.8%. Reaction SMILES: [Br:1][C:2]1[C:3]([C:8]([N:10]2[CH2:15][CH2:14][N:13]([CH2:16][C:17]([C:19]3[CH:24]=[CH:23][C:22]([F:25])=[CH:21][CH:20]=3)=O)[CH2:12][CH2:11]2)=[O:9])=[N:4][N:5]([CH3:7])[CH:6]=1.Cl.[O:27]([NH2:29])[CH3:28]>C(O)C>[CH3:28][O:27][N:29]=[C:17]([C:19]1[CH:24]=[CH:23][C:22]([F:25])=[CH:21][CH:20]=1)[CH2:16][N:13]1[CH2:14][CH2:15][N:10]([C:8]([C:3]2[C:2]([Br:1])=[CH:6][N:5]([CH3:7])[N:4]=2)=[O:9])[CH2:11][CH2:12]1 |f:1.2|. Procedure: 2-(4-(4-Bromo-1-methyl-1H-pyrazole-3-carbonyl)piperazin-1-yl)-1-(4-fluorophenyl)ethanone (100 mg, 0.24 mmol) and methoxylamine hydrochloride (25 mg, 0.31 mmol) were taken up in ethanol (10 mL) in a round-bottom flask and heated to reflux at 90° C. for 21 h. The solvent was removed under reduced pressure and saturated aqueous NaHCO3 (1.5 mL) was added. The mixture was extracted three times with DCM and the organic phase was dried over sodium sulfate, filtered, and concentrated. The crude product ... Reactants: Br.C(C)(=O)O (hydrogen bromide acetic acid), NC1CC2=CC=C(C=C2C1)C=1CCC(NN1)=O (2-amino-5-[4,5-dihydropyridazin-3(2H)-on-6-yl]indane), dimethylsulfoxide sulfoxide. Run in C(C)OCC (diethyl ether). Conditions: time 1.5 hour. Yields the product Br.NC1CC2=CC=C(C=C2C1)C=1C=CC(NN1)=O (2-amino-5-[pyridazin-3(2H)-on-6-yl]indane hydrobromide). As a reaction SMILES: [BrH:1].C(O)(=O)C.[NH2:6][CH:7]1[CH2:15][C:14]2[C:9](=[CH:10][CH:11]=[C:12]([C:16]3[CH2:17][CH2:18][C:19](=[O:22])[NH:20][N:21]=3)[CH:13]=2)[CH2:8]1>C(OCC)C>[BrH:1].[NH2:6][CH:7]1[CH2:15][C:14]2[C:9](=[CH:10][CH:11]=[C:12]([C:16]3[CH:17]=[CH:18][C:19](=[O:22])[NH:20][N:21]=3)[CH:13]=2)[CH2:8]1 |f:0.1,4.5|. Procedure details: In 70 ml of a 25% hydrogen bromide-acetic acid solution was suspended 8.02 g of 2-amino-5-[4,5-dihydropyridazin-3(2H)-on-6-yl]indane, and 2.96 g of dimethylsulfoxide sulfoxide was added thereto under ice cooling. The mixture was stirred at room temperature for 1.5 hours. Then, 140 ml of diethyl ether was added to the reaction mixture, and crystals precipitated were collected by filtration and recrystallized from methanol to obtain 8.55 g of 2-amino-5-[pyridazin-3(2H)-on-6-yl]indane hydrobromide Starting materials: CCO, NO, O=C1CCc2cc(-c3cc(CO)oc3-c3ccncc3)ccc21. Product: OCc1cc(-c2ccc3c(c2)CCC3=NO)c(-c2ccncc2)o1. RXN SMILES: [CH3:26][CH2:27][OH:28].[NH2:24][OH:25].[OH:1][CH2:2][c:3]1[cH:4][c:5](-[c:14]2[cH:15][c:16]3[c:20]([cH:21][cH:22]2)[C:19](=[O:23])[CH2:18][CH2:17]3)[c:6](-[c:8]2[cH:9][cH:10][n:11][cH:12][cH:13]2)[o:7]1>>[OH:1][CH2:2][c:3]1[cH:4][c:5](-[c:14]2[cH:15][c:16]3[c:20]([cH:21][cH:22]2)[C:19](=[N:24][OH:25])[CH2:18][CH2:17]3)[c:6](-[c:8]2[cH:9][cH:10][n:11][cH:12][cH:13]2)[o:7]1.